From a dataset of the Open Reaction Database (ORD), a public repository of structured organic reaction records. describe an organic reaction: reactants, conditions, products, and yield Solvent: O (water), CN(C)C=O (DMF), ClCCCl (1,2-dichloroethane). Run at temperature 60 celsius. As a reaction SMILES: [NH2:1][C:2]1[CH:10]=[CH:9][C:5]([C:6]([OH:8])=O)=[CH:4][C:3]=1[Br:11].CCN(C(C)C)C(C)C.Cl.CN(C)CCCN=C=NCC.ON1C2C=CC=CC=2N=N1.[NH2:43][C:44]1[S:45][CH:46]=[CH:47][N:48]=1>CN(C=O)C.ClCCCl.O>[NH2:1][C:2]1[CH:10]=[CH:9][C:5]([C:6]([NH:43][C:44]2[S:45][CH:46]=[CH:47][N:48]=2)=[O:8])=[CH:4][C:3]=1[Br:11] |f:2.3|. The product is NC1=C(C=C(C(=O)NC=2SC=CN2)C=C1)Br (4-Amino-3-bromo-N-thiazol-2-yl-benzamide). Reactants: CCN(C(C)C)C(C)C (DIPEA), Cl.CN(CCCN=C=NCC)C (1-(3-dimethylaminopropyl)-3-ethyl-carbodiimide hydrochloride), ON1N=NC2=C1C=CC=C2 (1-hydroxybenzotriazole), NC=1SC=CN1 (2-aminothiazole), NC1=C(C=C(C(=O)O)C=C1)Br (4-Amino-3-bromo-benzoic acid). Reported procedure: 4-Amino-3-bromo-benzoic acid (18.5 mmol) was dissolved in DMF (10 mL) and 1,2-dichloroethane (80 mL). DIPEA (18.5 mmol), 1-(3-dimethylaminopropyl)-3-ethyl-carbodiimide hydrochloride (18.5 mmol), 1-hydroxybenzotriazole (18.5 mmol) and 2-aminothiazole (18.5 mmol) was added and the reaction mixture was stirred at 60° C. over night. The volume was reduced in vacuo, and water (60 mL) was added. The mixture was extracted with ethyl acetate, the organic phase was washed with NH4Cl (aq., sat.), dried ov... The reactants are C(C)N1C=C(C(C2=CC(=C(C(=C12)F)F)F)=O)C(=O)O (1-ethyl-6,7,8-trifluoro-4-oxo-quinoline-3-carboxylic acid), N12CCCCCC2=NCCC1 (1,8-diazabicyclo[5.4.0]undec-7-ene), N1CC(CC1)CNCCO (2-[(3-pyrrolidinylmethyl)amino]ethanol). Run in C(C)#N (acetonitrile). Conditions: time 8 hour. Product: C(C)N1C=C(C(C2=CC(=C(C(=C12)F)N1CC(CC1)CNCCO)F)=O)C(=O)O (1-ethyl-6,8-difluoro-1,4-dihydro-7-[3-[[(2-hydroxyethyl)amino]methyl]-1-pyrrolidinyl]-4-oxo-3-quinoline carboxylic acid). Isolated yield 79.7%. As a reaction SMILES: [CH2:1]([N:3]1[C:12]2[C:7](=[CH:8][C:9]([F:15])=[C:10](F)[C:11]=2[F:13])[C:6](=[O:16])[C:5]([C:17]([OH:19])=[O:18])=[CH:4]1)[CH3:2].N12CCCN=C1CCCCC2.[NH:31]1[CH2:35][CH2:34][CH:33]([CH2:36][NH:37][CH2:38][CH2:39][OH:40])[CH2:32]1>C(#N)C>[CH2:1]([N:3]1[C:12]2[C:7](=[CH:8][C:9]([F:15])=[C:10]([N:31]3[CH2:35][CH2:34][CH:33]([CH2:36][NH:37][CH2:38][CH2:39][OH:40])[CH2:32]3)[C:11]=2[F:13])[C:6](=[O:16])[C:5]([C:17]([OH:19])=[O:18])=[CH:4]1)[CH3:2]. Procedure: A mixture of 0.50 g (1.84 mmole) of 1-ethyl-6,7,8-trifluoro-4-oxo-quinoline-3-carboxylic acid, 5 ml acetonitrile, 0.28 g (1.84 mmole) 1,8-diazabicyclo[5.4.0]undec-7-ene and 0.28 g (1.94 mmole) of 2-[(3-pyrrolidinylmethyl)amino]ethanol was refluxed one hour and then stirred at room temperature overnight. The reaction was filtered and the precipitate washed with ether until dry to give 0.58 g of 1-ethyl-6,8-difluoro-1,4-dihydro-7-[3-[[(2-hydroxyethyl)amino]methyl]-1-pyrrolidinyl]-4-oxo-3-quinoline... The reactants are S(O)(O)(=O)=O (sulfuric acid), COC1=CC=C(C=C1)C1C(CCCC1)O (2-(4-methoxyphenyl)-cyclohexanol), O (water), [Cr](=O)(=O)([O-])O[Cr](=O)(=O)[O-].[Na+].[Na+] (sodium dichromate). Run in C(C)OCC (diethyl ether). The product is COC1=CC=C(C=C1)C1C(CCCC1)=O (2-(4-methoxyphenyl)-cyclohexanone). As a reaction SMILES: [CH3:1][O:2][C:3]1[CH:8]=[CH:7][C:6]([CH:9]2[CH2:14][CH2:13][CH2:12][CH2:11][CH:10]2[OH:15])=[CH:5][CH:4]=1.[Cr](O[Cr]([O-])(=O)=O)([O-])(=O)=O.[Na+].[Na+].O.S(=O)(=O)(O)O>C(OCC)C>[CH3:1][O:2][C:3]1[CH:4]=[CH:5][C:6]([CH:9]2[CH2:14][CH2:13][CH2:12][CH2:11][C:10]2=[O:15])=[CH:7][CH:8]=1 |f:1.2.3|. Procedure details: 146 g (0.71 mole) of 2-(4-methoxyphenyl)-cyclohexanol from the 1st stage were dissolved in 600 ml of diethyl ether. A solution consisting of 69.9 g (0.23 mole) of sodium dichromate (as dihydrate), 355 ml of water and 53.2 ml of conc. sulfuric acid was added dropwise while stirring vigorously and cooling in an ice bath so that the internal temperature did not exceed 10° C. After completion of the addition the reaction mixture was stirred overnight at room temperature. After separating the phases ... Reactants: C(C1=CC=CC=C1)N1CC(OCC1)C(CC1=C(C=CC=C1)OC)(O)C1=CC=CC=C1 (1-(4-Benzyl-morpholin-2-yl)-2-(2-methoxy-phenyl)-1-phenyl-ethanol), C(C)OC1=C(C[Mg]Br)C=CC=C1 (2-ethoxybenzylmagnesium bromide). The product is C(C1=CC=CC=C1)N1CC(OCC1)C(CC1=C(C=CC=C1)OCC)(O)C1=CC=CC=C1 (1-(4-Benzyl-morpholin-2-yl)-2-(2-ethoxy-phenyl)-1-phenyl-ethanol). Reaction SMILES: [CH2:1]([N:8]1[CH2:13][CH2:12][O:11][CH:10]([C:14]([C:25]2[CH:30]=[CH:29][CH:28]=[CH:27][CH:26]=2)([OH:24])[CH2:15][C:16]2[CH:21]=[CH:20][CH:19]=[CH:18][C:17]=2[O:22][CH3:23])[CH2:9]1)[C:2]1[CH:7]=[CH:6][CH:5]=[CH:4][CH:3]=1.[CH2:31](OC1C=CC=CC=1C[Mg]Br)C>>[CH2:1]([N:8]1[CH2:13][CH2:12][O:11][CH:10]([C:14]([C:25]2[CH:30]=[CH:29][CH:28]=[CH:27][CH:26]=2)([OH:24])[CH2:15][C:16]2[CH:21]=[CH:20][CH:19]=[CH:18][C:17]=2[O:22][CH2:23][CH3:31])[CH2:9]1)[C:2]1[CH:3]=[CH:4][CH:5]=[CH:6][CH:7]=1. Procedure: The procedure for the synthesis of example 1a, 1-(4-Benzyl-morpholin-2-yl)-2-(2-methoxy-phenyl)-1-phenyl-ethanol, was followed using commercially available 2-ethoxybenzylmagnesium bromide (available from Rieke-Metals) as starting material and making non-critical variations, to yield the title compound. FIA [M+H]+=418. Yields the product O=C(OCc1ccccc1)c1cccc(O)c1. Reaction SMILES: [C:11](=[O:12])([O-:13])[O-:14].[CH3:25][N:26]([CH3:27])[CH:28]=[O:29].[Cl:17][CH2:18][c:19]1[cH:20][cH:21][cH:22][cH:23][cH:24]1.[K+:15].[K+:16].[OH:1][C:2](=[O:3])[c:4]1[cH:5][cH:6][cH:7][c:8]([OH:9])[cH:10]1>>[O:1]([C:2](=[O:3])[c:4]1[cH:5][cH:6][cH:7][c:8]([OH:9])[cH:10]1)[CH2:18][c:19]1[cH:20][cH:21][cH:22][cH:23][cH:24]1. Reactants: O=C([O-])[O-], CN(C)C=O, ClCc1ccccc1, [K+], [K+], O=C(O)c1cccc(O)c1.